This data is from the Open Reaction Database (ORD), a public repository of structured organic reaction records. The task is: describe an organic reaction: reactants, conditions, products, and yield Reactants: ClC1=CC=C(C=C1)C1=NN2C(N=CC=C2)=C1CC(=O)O (2-(4-chlorophenyl)pyrazolo[1,5-a]pyrimidine-3-acetic acid), C(=O)(N1C=NC=C1)N1C=NC=C1 (1,1'-carbonyldiimidazole), C(CC)NCCC (dipropylamine). Run in O1CCCC1 (tetrahydrofuran). Reaction conditions: time 30 minute. Yields the product ClC1=CC=C(C=C1)C1=NN2C(N=CC=C2)=C1CC(=O)N(CCC)CCC (4-Chlorophenyl-N,N-dipropylpyrazolo[1,5-a]pyrimidine-3-acetamide). Isolated yield 76.4%. RXN SMILES: [Cl:1][C:2]1[CH:7]=[CH:6][C:5]([C:8]2[C:16]([CH2:17][C:18]([OH:20])=O)=[C:11]3[N:12]=[CH:13][CH:14]=[CH:15][N:10]3[N:9]=2)=[CH:4][CH:3]=1.C(N1C=CN=C1)(N1C=CN=C1)=O.[CH2:33]([NH:36][CH2:37][CH2:38][CH3:39])[CH2:34][CH3:35]>O1CCCC1>[Cl:1][C:2]1[CH:3]=[CH:4][C:5]([C:8]2[C:16]([CH2:17][C:18]([N:36]([CH2:37][CH2:38][CH3:39])[CH2:33][CH2:34][CH3:35])=[O:20])=[C:11]3[N:12]=[CH:13][CH:14]=[CH:15][N:10]3[N:9]=2)=[CH:6][CH:7]=1. Procedure: A mixture of 3.5 g (0.012 mole) of 2-(4-chlorophenyl)pyrazolo[1,5-a]pyrimidine-3-acetic acid and 3.2 g (0.015M) of 1,1'-carbonyldiimidazole (75%) in 150 ml of dry tetrahydrofuran was stirred under nitrogen for 30 minutes, then nitrogen was bubbled through the solution for 3 hours. The reaction mixture was treated with 1.2 g (0.012 mole) of dipropylamine and stirred for 16 hours. The reaction mixture was concentrated in vacuo. The crude residue was dissolved in 50 ml of methylene chloride and was... Starting materials: CN1N=C(C=2C1=NC(=CC2O)C2=CC=CC=C2)C (1,3-dimethyl-4-hydroxy-6-phenyl-1H-pyrazolo[3,4-b]pyridine), P(=O)(Cl)(Cl)Cl (phosphorus oxychloride). Yields the product ClC1=C2C(=NC(=C1)C1=CC=CC=C1)N(N=C2C)C (4-chloro-1,3 -dimethyl-6-phenyl-1H-pyrazolo[3,4-b]-pyridine). Reaction SMILES: [CH3:1][N:2]1[C:6]2=[N:7][C:8]([C:12]3[CH:17]=[CH:16][CH:15]=[CH:14][CH:13]=3)=[CH:9][C:10](O)=[C:5]2[C:4]([CH3:18])=[N:3]1.P(Cl)(Cl)([Cl:21])=O>>[Cl:21][C:10]1[CH:9]=[C:8]([C:12]2[CH:17]=[CH:16][CH:15]=[CH:14][CH:13]=2)[N:7]=[C:6]2[N:2]([CH3:1])[N:3]=[C:4]([CH3:18])[C:5]=12. Procedure details: 73 gms. of 1,3-dimethyl-4-hydroxy-6-phenyl-1H-pyrazolo[3,4-b]pyridine (0.31 mol.) are refluxed in 800 ml. of phosphorus oxychloride for 6 hours. The excess phosphorus oxychloride is removed in vacuo and the oily residue is treated with ice-water by which operation the compound becomes solid. The compound is extracted with ether, washed with an aqueous sodium carbonate solution (10%) and again with water. Evaporation of the dried (Na2SO4) and charcoal treated ethereal extract provides 4-chloro-1,... Starting materials: OC(CCCN1CCN(CC1)C1=C(C(=CC=C1)C)C)C=1C=C2CCC(NC2=CC1)=O (6-{1-hydroxy-4-[4-(2,3- dimethylphenyl)-1-piperazinyl]butyl}-3,4-dihydrocarbostyril), C1(=CC=C(C=C1)S(=O)(=O)O)C (p-toluenesulfonic acid), [OH-].[Na+] (NaOH), C(C)OCC (diethyl ether). Product: CC1=C(C=CC=C1C)N1CCN(CC1)CCC=CC=1C=C2CCC(NC2=CC1)=O (6-{4-[4-(2,3-dimethylphenyl)- piperazinyl]-1-butenyl}-3,4-dihydrocarbostyril). Solvent: ClC(C)Cl (dichloroethane). Reaction SMILES: O[CH:2]([C:20]1[CH:21]=[C:22]2[C:27](=[CH:28][CH:29]=1)[NH:26][C:25](=[O:30])[CH2:24][CH2:23]2)[CH2:3][CH2:4][CH2:5][N:6]1[CH2:11][CH2:10][N:9]([C:12]2[CH:17]=[CH:16][CH:15]=[C:14]([CH3:18])[C:13]=2[CH3:19])[CH2:8][CH2:7]1.C1(C)C=CC(S(O)(=O)=O)=CC=1.[OH-].[Na+].C(OCC)C>ClC(Cl)C>[CH3:19][C:13]1[C:14]([CH3:18])=[CH:15][CH:16]=[CH:17][C:12]=1[N:9]1[CH2:8][CH2:7][N:6]([CH2:5][CH2:4][CH:3]=[CH:2][C:20]2[CH:21]=[C:22]3[C:27](=[CH:28][CH:29]=2)[NH:26][C:25](=[O:30])[CH2:24][CH2:23]3)[CH2:11][CH2:10]1 |f:2.3|. Run at time 30 minute. Procedure: 2.8 Grams of 6-{1-hydroxy-4-[4-(2,3- dimethylphenyl)-1-piperazinyl]butyl}-3,4-dihydrocarbostyril and 0.5 g p-toluenesulfonic acid were disposed in 100 ml of dichloroethane then the mixture was refluxed for 20 minutes. The reaction mixture was concentrated under a reduced pressure to dryness then to the residue thus obtained were added 10N-NaOH and diethyl ether and stirred at a room temperature for 30 minutes. The crystals thus precipitated were collected by filtration and separated by a silica-... Starting materials: C(C)(C)(C)OC(=O)N1C[C@H]([C@@H](C1)N[C@H](C)C1=CC=CC=C1)C(=O)N1C[C@@H](CCC1)CC1=CC=C(C=C1)F ((3R,4S)-3-[(S)-3-(4-fluorobenzyl)-piperidine-1-carbonyl]-4-[(R)-1-phenyl-ethylamino]-pyrrolidine-1-carboxylic acid tert-butyl ester). The reagents and catalysts are [OH-].[Pd+2].[OH-] (palladium hydroxide). Solvent: C(C)O (ethanol). Reaction conditions: time 20 hour. Yields the product C(C)(C)(C)OC(=O)N1C[C@H]([C@@H](C1)C(=O)N1C[C@@H](CCC1)CC1=CC=C(C=C1)F)N ((3S,4R)-3-amino-4-[(S)-3-(4-fluorobenzyl)-piperidine-1-carbonyl]-pyrrolidine-1-carboxylic acid tert-butyl ester). Isolated yield 94.8%. As a reaction SMILES: [C:1]([O:5][C:6]([N:8]1[CH2:12][C@@H:11]([NH:13][C@@H](C2C=CC=CC=2)C)[C@H:10]([C:22]([N:24]2[CH2:29][CH2:28][CH2:27][C@@H:26]([CH2:30][C:31]3[CH:36]=[CH:35][C:34]([F:37])=[CH:33][CH:32]=3)[CH2:25]2)=[O:23])[CH2:9]1)=[O:7])([CH3:4])([CH3:3])[CH3:2]>[OH-].[Pd+2].[OH-].C(O)C>[C:1]([O:5][C:6]([N:8]1[CH2:9][C@@H:10]([C:22]([N:24]2[CH2:29][CH2:28][CH2:27][C@@H:26]([CH2:30][C:31]3[CH:32]=[CH:33][C:34]([F:37])=[CH:35][CH:36]=3)[CH2:25]2)=[O:23])[C@H:11]([NH2:13])[CH2:12]1)=[O:7])([CH3:4])([CH3:2])[CH3:3] |f:1.2.3|. Procedure details: (3R,4S)-3-[(S)-3-(4-fluorobenzyl)-piperidine-1-carbonyl]-4-[(R)-1-phenyl-ethylamino]-pyrrolidine-1-carboxylic acid tert-butyl ester (99 mg, 195 μmol), palladium hydroxide (20 weight % on carbon, dry basis; 40 mg) and ethanol (7 mL) were combined in a pressure bottle and shaken under hydrogen atmosphere (50-55 psig) for 20 h. The mixture was filtered through Celite, and the solids were rinsed with ethanol. The filtrate was concentrated to give the product as a glassy foam (75 mg, 95%), used witho... The reactants are CCOC(C)=O, ClCCl, CC(C)(C)OC(=O)CCC(c1cc(F)ccc1F)S(=O)(=O)c1ccc(Cl)cc1, O=C(O)C(F)(F)F. Product: O=C(O)CCC(c1cc(F)ccc1F)S(=O)(=O)c1ccc(Cl)cc1. As a reaction SMILES: [CH3:39][CH2:40][O:41][C:42](=[O:43])[CH3:44].[Cl:1][CH2:2][Cl:3].[Cl:4][c:5]1[cH:6][cH:7][c:8]([S:11](=[O:12])(=[O:13])[CH:14]([CH2:15][CH2:16][C:17](=[O:18])[O:19][C:20]([CH3:21])([CH3:22])[CH3:23])[c:24]2[c:25]([F:31])[cH:26][cH:27][c:28]([F:30])[cH:29]2)[cH:9][cH:10]1.[OH:32][C:33]([C:34]([F:35])([F:36])[F:37])=[O:38]>>[Cl:4][c:5]1[cH:6][cH:7][c:8]([S:11](=[O:12])(=[O:13])[CH:14]([CH2:15][CH2:16][C:17](=[O:18])[OH:19])[c:24]2[c:25]([F:31])[cH:26][cH:27][c:28]([F:30])[cH:29]2)[cH:9][cH:10]1. The reactants are solution, C[O-].[Na+] (NaOMe), O (water), ClCC(C(C)OC(C(C)(C)C)=O)(O)C1=C(C=C(C=C1)F)F (1-chloro-2-(2,4-difluorophenyl)-3-(pivaloyloxy)butan-2-ol), C(C)(=O)OCC (ethyl acetate). Solvent: CO (methanol), CO (methanol). Conditions: time 16 hour. The product is O1CC1(C(C)O)C1=C(C=C(C=C1)F)F (1,2-Epoxy-2-(2,4-difluorophenyl)butan-3-ol). Isolated yield 39.2%. RXN SMILES: Cl[CH2:2][C:3]([C:14]1[CH:19]=[CH:18][C:17]([F:20])=[CH:16][C:15]=1[F:21])([OH:13])[CH:4]([O:6]C(=O)C(C)(C)C)[CH3:5].C[O-].[Na+].O.C(OCC)(=O)C>CO>[O:13]1[C:3]([C:14]2[CH:19]=[CH:18][C:17]([F:20])=[CH:16][C:15]=2[F:21])([CH:4]([OH:6])[CH3:5])[CH2:2]1 |f:1.2|. Procedure details: A solution of 0.45 g (1.4 mmol) of 1-chloro-2-(2,4-difluorophenyl)-3-(pivaloyloxy)butan-2-ol ((2S,3R)/(2R,3R)=93/7)) in 3 mL of methanol was cooled to 0° C., and 0.33 g (1.7 mmol) of a 28% solution of NaOMe in methanol was added. The reaction was performed for 1 hour and at room temperature for another 16 hours. Then, 5 mL of water was added to stop the reaction, and extraction was performed with ethyl acetate (20 mL). After drying over anhydrous sodium sulfate, concentration was performed under...